From a dataset of the Open Reaction Database (ORD), a public repository of structured organic reaction records. describe an organic reaction: reactants, conditions, products, and yield Starting materials: N1C=CC2=CC=CC=C12 (indole), CSC (methylsulfide), C(CS)S (1,2-ethanedithiol), N([C@H](CC1=CNC2=CC=CC=C12)C(=O)N1[C@@H](C(=O)O)CCC1)C(=O)OC(C)(C)C.C(C(C)C)[N-]CC(C)C (Boc-DTrp-DPro diisobutylamide), N[C@@H](CC1=CNC2=CC=CC=C12)C(=O)O (tryptophane), FC(C(=O)O)(F)F (trifluoracetic acid). The solvent is C(Cl)Cl (CH2Cl2). Product: N[C@H](CC1=CNC2=CC=CC=C12)C(=O)N1[C@@H](C(=O)O)CCC1.C(C(C)C)[N-]CC(C)C (DTrp-DPro diisobutylamide). The yield is 78.5%. RXN SMILES: [NH:1](C(OC(C)(C)C)=O)[C@@H:2]([C:13]([N:15]1[CH2:22][CH2:21][CH2:20][C@@H:16]1[C:17]([OH:19])=[O:18])=[O:14])[CH2:3][C:4]1[C:12]2[C:7](=[CH:8][CH:9]=[CH:10][CH:11]=2)[NH:6][CH:5]=1.[CH2:30]([N-:34][CH2:35][CH:36]([CH3:38])[CH3:37])[CH:31]([CH3:33])[CH3:32].CSC.C(S)CS.N1C2C(=CC=CC=2)C=C1.N[C@H](C(O)=O)CC1C2C(=CC=CC=2)NC=1.FC(F)(F)C(O)=O>C(Cl)Cl>[NH2:1][C@@H:2]([C:13]([N:15]1[CH2:22][CH2:21][CH2:20][C@@H:16]1[C:17]([OH:19])=[O:18])=[O:14])[CH2:3][C:4]1[C:12]2[C:7](=[CH:8][CH:9]=[CH:10][CH:11]=2)[NH:6][CH:5]=1.[CH2:30]([N-:34][CH2:35][CH:36]([CH3:38])[CH3:37])[CH:31]([CH3:33])[CH3:32] |f:0.1,8.9|. Reported procedure: Under N2 atmosphere, the Boc-DTrp-DPro-diisobutylamide was dissolved in 25 ml of CH2Cl2, 1 ml of methylsulfide and 0.5 ml of 1,2-ethanedithiol was added as scavenger in suppressing the indole alkylation of tryptophane. 10 ml of trifluoracetic acid was added dropwise while being stirred. The reaction mixture was stirred for 30 min. Volatiles were removed under vacuum and the residue was dissolved in 30 ml of CH2Cl2 and washed with 10 ml saturated NaHCO3 aqueous solution. The organic layer was dri... The reactants are ClCC1=CC=C(C(=O)NC=2C3=C(N(N2)C(=O)OC(C)(C)C)SC(=C3)C(=O)NN(C3=CC=CC=C3)C)C=C1 (tert-butyl 3-(4-chloromethylbenzoylamino)-5-(N′-methyl-N′-phenylhydrazinocarbonyl)thieno[2,3-c]pyrazole-1-carboxylate), ClCC1=CC=C(C(=O)NC=2C3=C(N(N2)C(=O)OC(C)(C)C)SC(=C3)C(=O)NN(C)C3=CC=C(C=C3)Cl)C=C1 (tert-butyl 3-(4-chloromethylbenzoylamino)-5-(N′-(4-chlorophenyl)-N′-methylhydrazinocarbonyl)thieno[2,3-c]pyrazole-1-carboxylate), CC1NCCNC1 (2-methylpiperazine). The reagents and catalysts are [I-].C(CCC)[N+](CCCC)(CCCC)CCCC (tetrabutylammonium iodide). Solvent: CN(C=O)C (dimethylformamide). Run at temperature 25 celsius, time 16 hour. Yields the product CN(NC(=O)C1=CC2=C(NN=C2NC(C2=CC=C(C=C2)CN2CC(NCC2)C)=O)S1)C1=CC=CC=C1 (N-[5-(N′-methyl-N′-phenylhydrazinocarbonyl)-1H-thieno[2,3-c]pyrazol-3-yl]-4-(3-methylpiperazin-1-ylmethyl)benzamide). Reaction SMILES: [CH3:1][CH:2]1[CH2:7][NH:6][CH2:5][CH2:4][NH:3]1.Cl[CH2:9][C:10]1[CH:44]=[CH:43][C:13]([C:14]([NH:16][C:17]2[C:18]3[CH:31]=[C:30]([C:32]([NH:34][N:35]([CH3:42])[C:36]4[CH:41]=[CH:40][CH:39]=[CH:38][CH:37]=4)=[O:33])[S:29][C:19]=3[N:20](C(OC(C)(C)C)=O)[N:21]=2)=[O:15])=[CH:12][CH:11]=1.ClCC1C=CC(C(NC2C3C=C(C(NN(C4C=CC(Cl)=CC=4)C)=O)SC=3N(C(OC(C)(C)C)=O)N=2)=O)=CC=1>[I-].C([N+](CCCC)(CCCC)CCCC)CCC.CN(C)C=O>[CH3:42][N:35]([C:36]1[CH:41]=[CH:40][CH:39]=[CH:38][CH:37]=1)[NH:34][C:32]([C:30]1[S:29][C:19]2[NH:20][N:21]=[C:17]([NH:16][C:14](=[O:15])[C:13]3[CH:43]=[CH:44][C:10]([CH2:9][N:6]4[CH2:5][CH2:4][NH:3][CH:2]([CH3:1])[CH2:7]4)=[CH:11][CH:12]=3)[C:18]=2[CH:31]=1)=[O:33] |f:3.4|. Reported procedure: 27 mg (74 μmol) of tetrabutylammonium iodide, followed by 111 mg (1.11 mmol) of 2-methylpiperazine, are added to a solution of 200 mg (0.37 mmol) of an approximately 70:30 mixture of tert-butyl 3-(4-chloromethylbenzoylamino)-5-(N′-methyl-N′-phenylhydrazinocarbonyl)thieno[2,3-c]pyrazole-1-carboxylate and tert-butyl 3-(4-chloromethylbenzoylamino)-5-(N′-(4-chlorophenyl)-N′-methylhydrazinocarbonyl)thieno[2,3-c]pyrazole-1-carboxylate in 6 mL of dimethylformamide under argon. The reaction mixture is s... Reactants: CN(CCCSCc1ccc(C(F)(F)F)cc1)CCc1ccc(C2CC3(C)C(O)CCC3C3CCc4cc(O)ccc4C23)cc1, CO, [Cl-], [O-][I+3]([O-])([O-])[O-], [Na+], [Na+], O. Product: CN(CCCS(=O)Cc1ccc(C(F)(F)F)cc1)CCc1ccc(C2CC3(C)C(O)CCC3C3CCc4cc(O)ccc4C23)cc1. RXN SMILES: [CH3:1][N:2]([CH2:3][CH2:4][c:5]1[cH:6][cH:7][c:8]([CH:11]2[CH:12]3[c:13]4[cH:14][cH:15][c:16]([OH:30])[cH:17][c:18]4[CH2:19][CH2:20][CH:21]3[CH:22]3[CH2:23][CH2:24][CH:25]([OH:29])[C:26]3([CH3:27])[CH2:28]2)[cH:9][cH:10]1)[CH2:31][CH2:32][CH2:33][S:34][CH2:35][c:36]1[cH:37][cH:38][c:39]([C:42]([F:43])([F:44])[F:45])[cH:40][cH:41]1.[CH3:54][OH:55].[Cl-:53].[I+3:46]([O-:47])([O-:48])([O-:49])[O-:50].[Na+:51].[Na+:52].[OH2:56]>>[CH3:1][N:2]([CH2:3][CH2:4][c:5]1[cH:6][cH:7][c:8]([CH:11]2[CH:12]3[c:13]4[cH:14][cH:15][c:16]([OH:30])[cH:17][c:18]4[CH2:19][CH2:20][CH:21]3[CH:22]3[CH2:23][CH2:24][CH:25]([OH:29])[C:26]3([CH3:27])[CH2:28]2)[cH:9][cH:10]1)[CH2:31][CH2:32][CH2:33][S:34]([CH2:35][c:36]1[cH:37][cH:38][c:39]([C:42]([F:43])([F:44])[F:45])[cH:40][cH:41]1)=[O:47].